Dataset: the Open Reaction Database (ORD), a public repository of structured organic reaction records. Task: describe an organic reaction: reactants, conditions, products, and yield Starting materials: BrB(Br)Br, O=C(O)C(O)C(O)C(=O)O, ClCCl, COc1cccc2c1CC(NS(=O)(=O)c1ccccc1)CC2. Yields the product O=S(=O)(NC1CCc2cccc(O)c2C1)c1ccccc1. As a reaction SMILES: [B:23]([Br:24])([Br:25])[Br:26].[C:27]([OH:28])(=[O:29])[CH:30]([CH:31]([C:32]([OH:33])=[O:34])[OH:35])[OH:36].[Cl:37][CH2:38][Cl:39].[c:1]1([S:7](=[O:8])(=[O:9])[NH:10][CH:11]2[CH2:12][CH2:13][c:14]3[cH:15][cH:16][cH:17][c:18]([O:21][CH3:22])[c:19]3[CH2:20]2)[cH:2][cH:3][cH:4][cH:5][cH:6]1>>[c:1]1([S:7](=[O:8])(=[O:9])[NH:10][CH:11]2[CH2:12][CH2:13][c:14]3[cH:15][cH:16][cH:17][c:18]([OH:21])[c:19]3[CH2:20]2)[cH:2][cH:3][cH:4][cH:5][cH:6]1. Starting materials: N1(CCCCC1)C1=C(C(=O)O)C=C(C=C1F)S(=O)(=O)N1C[C@H](C[C@H](C1)C)C (2-piperidino-3-fluoro-5-(cis-3,5-dimethylpiperidinosulfonyl)benzoic acid), N1(CCCCC1)C1=C(C(=O)O)C=C(C(=C1)Cl)S(=O)(=O)NC1=CC(=CC=C1)Cl (2-piperidino-4-chloro-5-(3-chlorophenylaminosulfonyl)benzoic acid), 2-hexamethyleneimino-3-methyl-5-(N-methyl-N-phenylaminosulfonyl)benzoic acid, N1(CCCCC1)C1=C(C(=O)O)C=C(C=C1Cl)S(=O)(=O)N(CC)CC (2-piperidino-3-chloro-5-diethylaminosulfonylbenzoic acid), C(C)N(C1=C(C(=O)O)C(=C(C=C1)S(=O)(=O)N1CCOCC1)F)CC (2-diethylamino-6-fluoro-5-morpholinosulfonylbenzoic acid), 2-di-n-butylamino-4-methoxy-5-hexamethyleneiminosulfonylbenzoic acid, C(C)N(CCC)C1=C(C(=O)O)C=C(C=C1C(F)(F)F)S(=O)(=O)N1C[C@H](C[C@H](C1)C)C (2-(N-ethyl-N-n-propylamino)-3-trifluoromethyl-5-(cis-3,5-dimethylpiperidinosulfonyl)benzoic acid), N1(CCCCC1)C1=C(C(=O)O)C(=C(C=C1)S(=O)(=O)NC1=CC(=C(C=C1)Cl)Cl)F (2-piperidino-6-fluoro-5-(3,4-dichlorophenylaminosulfonyl)benzoic acid), C(C)N(C1=C(C(=O)O)C=C(C(=C1)F)S(=O)(=O)NCCCC1=CC=C(C=C1)Br)CC (2-diethylamino-4-fluoro-5-(3-p-bromophenylpropylaminosulfonyl)benzoic acid), 2-hexamethyleneimino-3-chloro-3-piperidinosulfonylbenzoic acid, N1(CCCCC1)C1=C(C(=O)O)C=C(C=C1F)S(=O)(=O)N1CCOCC1 (2-piperidino-3-fluoro-5-morpholinosulfonylbenzoic acid), C(C)N(C1=C(C(=O)O)C=C(C=C1F)S(=O)(=O)N(CCC1=C(C=CC=C1)Cl)C)CC (2-diethylamino-3-fluoro-5-(N-methyl-N-[2-chlorophenethyl]aminosulfonyl)benzoic acid), 2-piperidino-3-fluoro-5-(N-ethyl-N-[2-p-chlorophenethyl]aminosulfonyl)benzoic acid, C(CC)N(C1=C(C(=O)O)C(=C(C=C1)S(=O)(=O)N(C1=CC(=C(C=C1)Cl)Cl)CCCC)F)CCC (2-di-n-propylamino-6-fluoro-5-(N-n-butyl-N-[3,4-dichlorophenyl]aminosulfonyl)benzoic acid), C(CCC)N(C1=C(C(=O)O)C=C(C=C1Cl)S(=O)(=O)N1C[C@H](C[C@H](C1)C)C)CCCC (2-di-n-butylamino-3-chloro-5-(cis-3,5-dimethylpiperidinosulfonyl)benzoic acid), C(C)(C)N(C1=C(C(=O)O)C=C(C(=C1)C)S(=O)(=O)N1CCCCC1)C(C)C (2-di-i-propylamino-4-methyl-5-piperidinosulfonylbenzoic acid), N1(CCCCC1)C1=C(C(=O)O)C(=C(C=C1)S(=O)(=O)N(C1=CC(=C(C=C1)Cl)Cl)CCCC)F (2-piperidino-6-fluoro-5-(N-n-butyl-N-[3,4-dichlorophenyl]aminosulfonyl)benzoic acid), 2-hexamethyleneimino-4-chloro-5-hexamethyleneiminosulfonylbenzoic acid, N1(CCCCC1)C1=C(C(=O)O)C(=C(C=C1)S(=O)(=O)N1CCC(CC1)(C)C)F (2-piperidino-6-fluoro-5-(4,4-dimethylpiperidinosulfonyl)benzoic acid), 2-hexamethyleneimino-3-fluoro-5-morpholinosulfonylbenzoic acid, N1(CCCCC1)C1=C(C(=O)O)C=C(C=C1C)S(=O)(=O)NC1=CC=CC=C1 (2-piperidino-3-methyl-5-phenylaminosulfonylbenzoic acid). Product: C(C)N(C1=C(C(=O)O)C=C(C=C1F)S(=O)(=O)N1C[C@H](C[C@H](C1)C)C)CC (2-diethylamino-3-fluoro-5-(cis-3,5-dimethylpiperidinosulfonyl)benzoic acid). Reaction SMILES: [N:1]1([C:7]2[C:15]([F:16])=[CH:14][C:13]([S:17]([N:20]3[CH2:25][C@H:24]([CH3:26])[CH2:23][C@H:22]([CH3:27])[CH2:21]3)(=[O:19])=[O:18])=[CH:12][C:8]=2[C:9]([OH:11])=[O:10])[CH2:6][CH2:5]C[CH2:3][CH2:2]1.N1(C2C(F)=CC(S(N3CCOCC3)(=O)=O)=CC=2C(O)=O)CCCCC1.C(N(CCCC)C1C(Cl)=CC(S(N2C[C@H](C)C[C@H](C)C2)(=O)=O)=CC=1C(O)=O)CCC.N1(C2C(Cl)=CC(S(N(CC)CC)(=O)=O)=CC=2C(O)=O)CCCCC1.N1(C2C(C)=CC(S(NC3C=CC=CC=3)(=O)=O)=CC=2C(O)=O)CCCCC1.C(N(C1C(C(F)(F)F)=CC(S(N2C[C@H](C)C[C@H](C)C2)(=O)=O)=CC=1C(O)=O)CCC)C.C(N(CC)C1C=C(F)C(S(NCCCC2C=CC(Br)=CC=2)(=O)=O)=CC=1C(O)=O)C.N1(C2C=C(Cl)C(S(NC3C=CC=C(Cl)C=3)(=O)=O)=CC=2C(O)=O)CCCCC1.C(N(C(C)C)C1C=C(C)C(S(N2CCCCC2)(=O)=O)=CC=1C(O)=O)(C)C.N1(C2C=CC(S(NC3C=CC(Cl)=C(Cl)C=3)(=O)=O)=C(F)C=2C(O)=O)CCCCC1.C(N(CC)C1C=CC(S(N2CCOCC2)(=O)=O)=C(F)C=1C(O)=O)C.N1(C2C=CC(S(N3CCC(C)(C)CC3)(=O)=O)=C(F)C=2C(O)=O)CCCCC1.C(N(CC)C1C(F)=CC(S(N(C)CCC2C=CC=CC=2Cl)(=O)=O)=CC=1C(O)=O)C.C(N(CCC)C1C=CC(S(N(CCCC)C2C=CC(Cl)=C(Cl)C=2)(=O)=O)=C(F)C=1C(O)=O)CC.N1(C2C=CC(S(N(CCCC)C3C=CC(Cl)=C(Cl)C=3)(=O)=O)=C(F)C=2C(O)=O)CCCCC1>>[CH2:6]([N:1]([CH2:2][CH3:3])[C:7]1[C:15]([F:16])=[CH:14][C:13]([S:17]([N:20]2[CH2:25][C@H:24]([CH3:26])[CH2:23][C@H:22]([CH3:27])[CH2:21]2)(=[O:18])=[O:19])=[CH:12][C:8]=1[C:9]([OH:11])=[O:10])[CH3:5]. Reported procedure: 2-piperidino-3-fluoro-5-(cis-3,5-dimethylpiperidinosulfonyl)benzoic acid; 2-piperidino-3-fluoro-5-morpholinosulfonylbenzoic acid; 2-hexamethyleneimino-3-fluoro-5-morpholinosulfonylbenzoic acid; 2-di-n-butylamino-3-chloro-5-(cis-3,5-dimethylpiperidinosulfonyl)benzoic acid; 2-piperidino-3-chloro-5-diethylaminosulfonylbenzoic acid; 2-piperidino-3-methyl-5-phenylaminosulfonylbenzoic acid; 2-hexamethyleneimino-3-chloro-3-piperidinosulfonylbenzoic acid; 2-(N-ethyl-N-n-propylamino)-3-trifluoromethyl-5-... The reactants are FC(F)(F)c1cc(COC2OCCN(Cc3ccccc3)C2c2ccccc2)cc(C(F)(F)F)c1, CCO, O. The product is FC(F)(F)c1cc(COC2OCCNC2c2ccccc2)cc(C(F)(F)F)c1. As a reaction SMILES: [CH2:1]([c:2]1[cH:3][cH:4][cH:5][cH:6][cH:7]1)[N:8]1[CH:9]([c:30]2[cH:31][cH:32][cH:33][cH:34][cH:35]2)[CH:10]([O:14][CH2:15][c:16]2[cH:17][c:18]([C:26]([F:27])([F:28])[F:29])[cH:19][c:20]([C:22]([F:23])([F:24])[F:25])[cH:21]2)[O:11][CH2:12][CH2:13]1.[CH3:36][CH2:37][OH:38].[OH2:39]>>[NH:8]1[CH:9]([c:30]2[cH:31][cH:32][cH:33][cH:34][cH:35]2)[CH:10]([O:14][CH2:15][c:16]2[cH:17][c:18]([C:26]([F:27])([F:28])[F:29])[cH:19][c:20]([C:22]([F:23])([F:24])[F:25])[cH:21]2)[O:11][CH2:12][CH2:13]1. Reactants: OC=1C=C2C=C3C(=NC2=CC1)N=C(NC3=O)C(=O)OCC (ethyl 7-hydroxypyrimido[4,5-b]quinolin-4(3H)one-2-carboxylate), OC=1C=C2C=C3C(=NC2=CC1)N=C(NC3=O)C(=O)O (7-hydroxypyrimido[4,5-b]quinolin-4(3H)one-2-carboxylic acid). Product: OC=1C=C2C=C3C(=NC2=CC1OC)N=C(NC3=O)C(=O)O (7-Hydroxy-8-Methoxypyrimido[4,5-b]Quinolin-4(3H)One-2-Carboxylic Acid). As a reaction SMILES: [OH:1][C:2]1[CH:3]=[C:4]2[C:9](=[CH:10][CH:11]=1)[N:8]=[C:7]1[N:12]=[C:13]([C:17]([O:19]CC)=[O:18])[NH:14][C:15](=[O:16])[C:6]1=[CH:5]2.[OH:22][C:23]1C=C2C(=CC=1)N=C1N=C(C(O)=O)NC(=O)C1=C2>>[OH:1][C:2]1[CH:3]=[C:4]2[C:9](=[CH:10][C:11]=1[O:22][CH3:23])[N:8]=[C:7]1[N:12]=[C:13]([C:17]([OH:19])=[O:18])[NH:14][C:15](=[O:16])[C:6]1=[CH:5]2. Reported procedure: In like manner, ethyl 7-hydroxypyrimido[4,5-b]quinolin-4(3H)one-2-carboxylate hemitrifluoroacetate (210 mg.) is converted to 7-hydroxypyrimido[4,5-b]quinolin-4(3H)one-2-carboxylic acid. Yield - 191 mg., 91%; m.p. 340° C (dec.)